Task: describe an organic reaction: reactants, conditions, products, and yield. Dataset: the Open Reaction Database (ORD), a public repository of structured organic reaction records Starting materials: C(CCCCCCCC(=O)O)(=O)O (azelaic acid), C(CCCCCCC\C=C/CCCCCCCC)(=O)O (oleic acid). Product: C(CCCCCCCC=CCCCCCCCC(=O)O)(=O)O (9-octadecenedioic acid). RXN SMILES: [C:1]([OH:13])(=[O:12])[CH2:2][CH2:3][CH2:4][CH2:5][CH2:6][CH2:7][CH2:8][C:9](O)=O.[C:14]([OH:33])(=[O:32])[CH2:15][CH2:16][CH2:17][CH2:18][CH2:19][CH2:20][CH2:21]/[CH:22]=C\CCCCCCCC>>[C:14]([OH:33])(=[O:32])[CH2:15][CH2:16][CH2:17][CH2:18][CH2:19][CH2:20][CH2:21][CH:22]=[CH:9][CH2:8][CH2:7][CH2:6][CH2:5][CH2:4][CH2:3][CH2:2][C:1]([OH:13])=[O:12]. Procedure: Another preferred embodiment of the invention is based on the preparation of azelaic acid by biooxidation of oleic acid to form 9-octadecenedioic acid followed by oxidation of the 9-octadecenedioic acid to azelaic acid. While any grade of oleic acid can be used as the substrate, a typical technical grade oleic acid consists of the following carboxylic acids: 0.42% C12; 2.7% C14; 0.86% C14:1; 6.3% C16; 4.6% C16:1; 0.93% C17; 2.8% C18; 71.8% C18:1; 8.3% C18:2; 0.58% C18:3. The oleic acid can also ... The reactants are BrC=1C=C(C(=O)NC=2SC3=C(N2)C(=CC=C3C3CCOCC3)OC)C=CN1 (2-bromo-N-[4-methoxy-7-(tetrahydro-pyran-4-yl)-benzothiazol-2-yl]-isonicotinamide), C(C)(C)(C)C1=CC(=CC(=C1O)C(C)(C)C)C (2,6-di-tert-butyl-para-cresol), [Cl-].[Li+] (lithium chloride), C(=CC(C)=C)[Sn](CCCC)(CCCC)CCCC (isoprenyltri-n-butyltin), C1(=CC=CC=C1)P(C1=CC=CC=C1)C1=CC=CC=C1 (triphenylphosphine). The reagents and catalysts are Cl[Pd]([P](C1=CC=CC=C1)(C2=CC=CC=C2)C3=CC=CC=C3)([P](C4=CC=CC=C4)(C5=CC=CC=C5)C6=CC=CC=C6)Cl (bis(triphenylphosphine)palladium(II) chloride), [Pd] (palladium on charcoal). Run in ClCCl (dichloromethane), CO (methanol), CN(C)C=O (DMF). The product is C(C)(C)C=1C=C(C(=O)NC=2SC3=C(N2)C(=CC=C3C3CCOCC3)OC)C=CN1 (2-Isopropyl-N-[4-methoxy-7-(tetrahydro-pyran-4-yl)-benzothiazol-2-yl]-isonicotinamide). Reaction SMILES: Br[C:2]1[CH:3]=[C:4]([CH:25]=[CH:26][N:27]=1)[C:5]([NH:7][C:8]1[S:9][C:10]2[C:16]([CH:17]3[CH2:22][CH2:21][O:20][CH2:19][CH2:18]3)=[CH:15][CH:14]=[C:13]([O:23][CH3:24])[C:11]=2[N:12]=1)=[O:6].[CH:28]([Sn](CCCC)(CCCC)CCCC)=[CH:29][C:30](=C)C.C1(P(C2C=CC=CC=2)C2C=CC=CC=2)C=CC=CC=1.[Cl-].[Li+].C(C1C(O)=C(C(C)(C)C)C=C(C)C=1)(C)(C)C>CN(C=O)C.[Pd].ClCCl.CO.Cl[Pd](Cl)([P](C1C=CC=CC=1)(C1C=CC=CC=1)C1C=CC=CC=1)[P](C1C=CC=CC=1)(C1C=CC=CC=1)C1C=CC=CC=1>[CH:29]([C:2]1[CH:3]=[C:4]([CH:25]=[CH:26][N:27]=1)[C:5]([NH:7][C:8]1[S:9][C:10]2[C:16]([CH:17]3[CH2:22][CH2:21][O:20][CH2:19][CH2:18]3)=[CH:15][CH:14]=[C:13]([O:23][CH3:24])[C:11]=2[N:12]=1)=[O:6])([CH3:30])[CH3:28] |f:3.4,^1:96,115|. Reported procedure: From 2-bromo-N-[4-methoxy-7-(tetrahydro-pyran-4-yl)-benzothiazol-2-yl]-isonicotinamide with isoprenyltri-n-butyltin, bis(triphenylphosphine)palladium(II) chloride, triphenylphosphine, lithium chloride and 2,6-di-tert-butyl-para-cresol in DMF, then hydrogenation with palladium on charcoal in dichloromethane and methanol. ES-MS m/e (%): 412 (M+H+, 100). Starting materials: COCCC1CNCCN1, CS(C)=O, Cc1ccccc1, CCOC(C)=O, NC1=Nc2cc(Cl)ccc2Nc2sccc21, Cl. Product: COCCC1CN(C2=Nc3cc(Cl)ccc3Nc3sccc32)CCN1. RXN SMILES: [CH3:18][O:19][CH2:20][CH2:21][CH:22]1[NH:23][CH2:24][CH2:25][NH:26][CH2:27]1.[CH3:28][S:29]([CH3:30])=[O:31].[CH3:32][c:33]1[cH:34][cH:35][cH:36][cH:37][cH:38]1.[CH3:39][CH2:40][O:41][C:42](=[O:43])[CH3:44].[Cl:2][c:3]1[cH:4][c:5]2[c:6]([cH:16][cH:17]1)[NH:7][c:8]1[s:9][cH:10][cH:11][c:12]1[C:13]([NH2:15])=[N:14]2.[ClH:1]>>[Cl:2][c:3]1[cH:4][c:5]2[c:6]([cH:16][cH:17]1)[NH:7][c:8]1[s:9][cH:10][cH:11][c:12]1[C:13]([N:15]1[CH2:25][CH2:24][NH:23][CH:22]([CH2:21][CH2:20][O:19][CH3:18])[CH2:27]1)=[N:14]2. The reactants are [N+](=O)([O-])C1=CC=C(C(=O)NC2=CC=C(C=C2)[N+](=O)[O-])C=C1 (4,4'-dinitrobenzanilide). The solvent is C(C)O (ethanol). Reaction conditions: temperature 25 celsius, time 20.7 hour. Yields the product NC1=CC=C(C(=O)NC2=CC=C(C=C2)N)C=C1 (4,4'-Diaminobenzanilide). Reaction SMILES: [N+:1]([C:4]1[CH:21]=[CH:20][C:7]([C:8]([NH:10][C:11]2[CH:16]=[CH:15][C:14]([N+:17]([O-])=O)=[CH:13][CH:12]=2)=[O:9])=[CH:6][CH:5]=1)([O-])=O>C(O)C>[NH2:1][C:4]1[CH:21]=[CH:20][C:7]([C:8]([NH:10][C:11]2[CH:16]=[CH:15][C:14]([NH2:17])=[CH:13][CH:12]=2)=[O:9])=[CH:6][CH:5]=1. Reported procedure: A portion (22.0 grams, 0.1532 nitro equivalents) of 4,4'-dinitrobenzanilide from A above and ethanol (300 milliliters) are added to a 400 milliliter heavy walled glass bottle and then sparged with nitrogen. After removal of air by nitrogen sparging, Raney nickel catalyst (6.0 grams of a 75 % wt. slurry in water at pH 10) is added to the slurry in the glass bottle which is then stoppered and multiply purged with hydrogen to replace the nitrogen atmosphere. The bottle is then placed on a shaking t... The reactants are FC(F)(F)c1nnc2ccc(N3CCNCC3)nn12, O=Cc1cccc2c1OCO2. The product is FC(F)(F)c1nnc2ccc(N3CCN(Cc4cccc5c4OCO5)CC3)nn12. As a reaction SMILES: [N:1]1([c:7]2[cH:8][cH:9][c:10]3[n:11]([n:12]2)[c:13]([C:16]([F:17])([F:18])[F:19])[n:14][n:15]3)[CH2:2][CH2:3][NH:4][CH2:5][CH2:6]1.[O:20]1[CH2:21][O:22][c:23]2[c:24]1[cH:25][cH:26][cH:27][c:28]2[CH:29]=[O:30]>>[N:1]1([c:7]2[cH:8][cH:9][c:10]3[n:11]([n:12]2)[c:13]([C:16]([F:17])([F:18])[F:19])[n:14][n:15]3)[CH2:2][CH2:3][N:4]([CH2:29][c:28]2[c:23]3[c:24]([cH:25][cH:26][cH:27]2)[O:20][CH2:21][O:22]3)[CH2:5][CH2:6]1. Starting materials: CO, COc1ccc([N+](=O)[O-])c(C(=O)c2ccc(C(C)C)cc2)c1. The product is COc1ccc(N)c(C(=O)c2ccc(C(C)C)cc2)c1. Reaction SMILES: [CH3:23][OH:24].[CH:1]([CH3:2])([CH3:3])[c:4]1[cH:5][cH:6][c:7]([C:10](=[O:11])[c:12]2[c:13]([N+:20]([O-:21])=[O:22])[cH:14][cH:15][c:16]([O:18][CH3:19])[cH:17]2)[cH:8][cH:9]1>>[CH:1]([CH3:2])([CH3:3])[c:4]1[cH:5][cH:6][c:7]([C:10](=[O:11])[c:12]2[c:13]([NH2:20])[cH:14][cH:15][c:16]([O:18][CH3:19])[cH:17]2)[cH:8][cH:9]1.